This data is from the Open Reaction Database (ORD), a public repository of structured organic reaction records. The task is: describe an organic reaction: reactants, conditions, products, and yield Reactants: Cl.NO (hydroxylamine hydrochloride), C([O-])([O-])=O.[K+].[K+] (potassium carbonate), FC=1C=C2CCC(C2=CC1)=O (5-fluoroindanone), Cl.NO (hydroxylamine hydrochloride), C([O-])([O-])=O.[K+].[K+] (potassium carbonate), O (water), O (water). Solvent: C(C)O (ethanol). Conditions: time 1 hour. The product is FC=1C=C2CCC(C2=CC1)=NO (5-fluoroindanone oxime). Yield: 89.1%. Reaction SMILES: [F:1][C:2]1[CH:3]=[C:4]2[C:8](=[CH:9][CH:10]=1)[C:7](=O)[CH2:6][CH2:5]2.Cl.[NH2:13][OH:14].C(=O)([O-])[O-].[K+].[K+].O>C(O)C>[F:1][C:2]1[CH:3]=[C:4]2[C:8](=[CH:9][CH:10]=1)[C:7](=[N:13][OH:14])[CH2:6][CH2:5]2 |f:1.2,3.4.5|. Procedure: A solution of 5-fluoroindanone (10 g), hydroxylamine hydrochloride (9 g), potassium carbonate (23 g) and water (3.5 ml) in 96% ethanol (40 ml) was heated to reflux, cooled to ca 45 and additional hydroxylamine hydrochloride (4.5 g) and potassium carbonate (11.5 g) were added and refluxed for an additional 30 min. At this time the mixture was poured into cold water (300 ml) and stirred in an ice bath for one hour; 5-fluoroindanone oxime (9.8 g) was isolated by filtration. Reactants: CO, Cc1cccc(C=CC(=O)O)c1, O=S(=O)(O)O. Yields the product Cc1cccc(C=CCO)c1. Reaction SMILES: [CH3:18][OH:19].[CH3:1][c:2]1[cH:3][c:4]([CH:8]=[CH:9][C:10](=[O:11])[OH:12])[cH:5][cH:6][cH:7]1.[S:13](=[O:14])(=[O:15])([OH:16])[OH:17]>>[CH3:1][c:2]1[cH:3][c:4]([CH:8]=[CH:9][CH2:10][OH:11])[cH:5][cH:6][cH:7]1. Reactants: ClC1=NC=2N(C(=C1C1=CC=CC=C1)Cl)N=CN2 (5,7-dichloro-6-phenyl[1,2,4]triazolo[1,5-a]pyrimidine), C(C)(=O)O (acetic acid), CO (methanol), Zn Cu. Run in C1CCOC1 (THF). Reaction conditions: time 3 hour. Yields the product ClC1=NC=2N(C=C1C1=CC=CC=C1)N=CN2 (5-chloro-6-phenyl[1,2,4]triazolo[1,5-a]pyrimidine). RXN SMILES: [Cl:1][C:2]1[C:7]([C:8]2[CH:13]=[CH:12][CH:11]=[CH:10][CH:9]=2)=[C:6](Cl)[N:5]2[N:15]=[CH:16][N:17]=[C:4]2[N:3]=1.C(O)(=O)C.CO>C1COCC1>[Cl:1][C:2]1[C:7]([C:8]2[CH:13]=[CH:12][CH:11]=[CH:10][CH:9]=2)=[CH:6][N:5]2[N:15]=[CH:16][N:17]=[C:4]2[N:3]=1. Procedure: A mixture of 0.5 g 5,7-dichloro-6-phenyl[1,2,4]triazolo[1,5-a]pyrimidine, 0.22 ml glacial acetic acid, 0.5 ml methanol, 3 ml THF and 366 mg of Zn/Cu pair are stirred for 3 h at ambient temperature. The mixture is filtered through celite, evaporated to dryness and the residue is purified on silica gel (dichloromethane/ethyl acetate) to yield the desired product. The reactants are CCO, SC1=Nc2ccc(Cl)c3cccc1c23, NCCCCCn1ccnc1. The product is Clc1ccc2c3c(cccc13)C(NCCCCCn1ccnc1)=N2. RXN SMILES: [CH3:26][CH2:27][OH:28].[Cl:1][c:2]1[c:3]2[c:4]3[c:5]([cH:12][cH:13][cH:14]2)[C:6]([SH:11])=[N:7][c:8]3[cH:9][cH:10]1.[n:15]1([CH2:20][CH2:21][CH2:22][CH2:23][CH2:24][NH2:25])[cH:16][n:17][cH:18][cH:19]1>>[Cl:1][c:2]1[c:3]2[c:4]3[c:5]([cH:12][cH:13][cH:14]2)[C:6]([NH:25][CH2:24][CH2:23][CH2:22][CH2:21][CH2:20][n:15]2[cH:16][n:17][cH:18][cH:19]2)=[N:7][c:8]3[cH:9][cH:10]1. Reactants: O=C(c1ncc[nH]1)c1ncc[nH]1, Cc1cc(C)n(CC(=O)O)n1, CCOC(C)=O, O=[N+]([O-])c1ccccc1N1CCNCC1, CN(C)C=O. The product is Cc1cc(C)n(CC(=O)N2CCN(c3ccccc3[N+](=O)[O-])CC2)n1. As a reaction SMILES: [C:12]([c:13]1[nH:14][cH:15][cH:16][n:17]1)([c:18]1[nH:19][cH:20][cH:21][n:22]1)=[O:23].[CH3:1][c:2]1[n:3][n:4]([CH2:8][C:9](=[O:10])[OH:11])[c:5]([CH3:7])[cH:6]1.[CH3:44][CH2:45][O:46][C:47]([CH3:48])=[O:49].[N+:24](=[O:25])([O-:26])[c:27]1[c:28]([N:33]2[CH2:34][CH2:35][NH:36][CH2:37][CH2:38]2)[cH:29][cH:30][cH:31][cH:32]1.[O:39]=[CH:40][N:41]([CH3:42])[CH3:43]>>[CH3:1][c:2]1[n:3][n:4]([CH2:8][C:9](=[O:11])[N:36]2[CH2:35][CH2:34][N:33]([c:28]3[c:27]([N+:24](=[O:25])[O-:26])[cH:32][cH:31][cH:30][cH:29]3)[CH2:38][CH2:37]2)[c:5]([CH3:7])[cH:6]1. Product: C1=CC=CC=2C3=CC=CC=C3C(C12)COC(=O)NC(CC1=NNC2=CC=C(C=C12)O)C (3-(2-(9-Fluorenylmethoxycarbonylamino)propyl)-1H-indazol-5ol). Reported procedure: To a mixture of dioxane and water (4:1, 10 mL) was added 3-(2-aminopropyl)-1H-indazol-5-ol (0.10 g, 0.36 mmol), 9-fluorenylmethoxycarbonyl chloride (0.13 g, 0.54 mmol) and sodium bicarbonate (0.9 g, 0.54 mmol). The reaction mixture poured into dilute sodium bicarbonate and the resulting mixture extracted with ether. The combined organic extracts were dried (MgSO4) and concentrated to a residue that was purified by chromatography. Reaction SMILES: O1CCOCC1.[NH2:7][CH:8]([CH3:20])[CH2:9][C:10]1[C:18]2[C:13](=[CH:14][CH:15]=[C:16]([OH:19])[CH:17]=2)[NH:12][N:11]=1.[CH:21]1[C:33]2[CH:32]([CH2:34][O:35][C:36](Cl)=[O:37])[C:31]3[C:26](=[CH:27][CH:28]=[CH:29][CH:30]=3)[C:25]=2[CH:24]=[CH:23][CH:22]=1.C(=O)(O)[O-].[Na+]>O>[CH:21]1[C:33]2[CH:32]([CH2:34][O:35][C:36]([NH:7][CH:8]([CH3:20])[CH2:9][C:10]3[C:18]4[C:13](=[CH:14][CH:15]=[C:16]([OH:19])[CH:17]=4)[NH:12][N:11]=3)=[O:37])[C:31]3[C:26](=[CH:27][CH:28]=[CH:29][CH:30]=3)[C:25]=2[CH:24]=[CH:23][CH:22]=1 |f:3.4|. Starting materials: NC(CC1=NNC2=CC=C(C=C12)O)C (3-(2-aminopropyl)-1H-indazol-5-ol), C1=CC=CC=2C3=CC=CC=C3C(C12)COC(=O)Cl (9-fluorenylmethoxycarbonyl chloride), C([O-])(O)=O.[Na+] (sodium bicarbonate), C([O-])(O)=O.[Na+] (sodium bicarbonate), O1CCOCC1 (dioxane). Run in O (water). Reactants: O=C(Cl)c1ccccc1, [Li]CCCC, CCOCC, COc1ccc(C2=NC(C)(C)CO2)cc1, CCCCCC, [Li], N#N. The product is COc1ccc(C2=NC(C)(C)CO2)c(C(=O)c2ccccc2)c1. As a reaction SMILES: [C:24]([c:25]1[cH:26][cH:27][cH:28][cH:29][cH:30]1)(=[O:31])[Cl:32].[CH2:18]([Li:19])[CH2:20][CH2:21][CH3:22].[CH2:33]([O:34][CH2:35][CH3:36])[CH3:37].[CH3:1][O:2][c:3]1[cH:4][cH:5][c:6]([C:9]2=[N:13][C:12]([CH3:14])([CH3:15])[CH2:11][O:10]2)[cH:7][cH:8]1.[CH3:38][CH2:39][CH2:40][CH2:41][CH2:42][CH3:43].[Li:23].[N:16]#[N:17]>>[CH3:1][O:2][c:3]1[cH:4][cH:5][c:6]([C:9]2=[N:13][C:12]([CH3:14])([CH3:15])[CH2:11][O:10]2)[c:7]([C:24]([c:25]2[cH:26][cH:27][cH:28][cH:29][cH:30]2)=[O:31])[cH:8]1. The reactants are C1C2(CC3=CC=CC=C13)CCC(CC2)=O (spiro(cyclohexane-1,2'-indan)-4-one), [N-]=[N+]=[N-].[Na+] (sodium azide), CN(C=O)C (dimethylformamide). Yields the product C1C2(CCC3=CC=CC=C13)CCC(CC2)N=[N+]=[N-] (3',4'-dihydrospiro[cyclohexane-1,2'(1'H)-naphthalen]-4-ylazide). RXN SMILES: [CH2:1]1[C:9]2[C:4](=[CH:5][CH:6]=[CH:7][CH:8]=2)[CH2:3][C:2]21[CH2:14][CH2:13][C:12](=O)[CH2:11][CH2:10]2.[N-:16]=[N+:17]=[N-:18].[Na+].[CH3:20]N(C)C=O>>[CH2:3]1[C:4]2[C:9](=[CH:8][CH:7]=[CH:6][CH:5]=2)[CH2:20][CH2:1][C:2]21[CH2:14][CH2:13][CH:12]([N:16]=[N+:17]=[N-:18])[CH2:11][CH2:10]2 |f:1.2|. Procedure: A 3',4'-dihydrospiro[cyclohexane-1,2'(1'H)-naphthalen]-4-ol lower alkyl sulfonate prepared in step (11) and sodium azide in a solvent such as dimethylformamide, on heating (at from about 65° to about 100° C. for from about 4 to about 20 hours); yields a corresponding 3',4'-dihydrospiro[cyclohexane-1,2'(1'H)-naphthalen]-4-ylazide, which on reaction with lithium aluminum hydride in a solvent such as tetrahydrofuran at moderate (room) temperature for from about 3 to about 10 hours, yields a corresp... The reactants are CC(C#C)(CCC(=C(C)C)C)O (3,6,7-trimethyl-6-octen-1-in-3-ol), C1(=CC=C(C=C1)S(=O)(=O)O)C (p-toluene sulfonic acid), C(C)(=O)OC(C)=O (acetic acid anhydride). The solvent is O (water). Reaction conditions: temperature 40 celsius. Yields the product C(C)(=O)OC(C#C)(CCC(=C(C)C)C)C (3,6,7-trimethyl-6-octen-1-in-3-yl acetate). Reaction SMILES: [CH3:1][C:2]([OH:12])([CH2:5][CH2:6][C:7]([CH3:11])=[C:8]([CH3:10])[CH3:9])[C:3]#[CH:4].C1(C)C=CC(S(O)(=O)=O)=CC=1.[C:24](OC(=O)C)(=[O:26])[CH3:25]>O>[C:24]([O:12][C:2]([CH3:1])([CH2:5][CH2:6][C:7]([CH3:11])=[C:8]([CH3:10])[CH3:9])[C:3]#[CH:4])(=[O:26])[CH3:25]. Procedure: 650.0 g of 3,6,7-trimethyl-6-octen-1-in-3-ol and 0.63 g of p-toluene sulfonic acid in water are mixed and heated up to a temperature of 40° C. 479.3 g of acetic acid anhydride are added within 2 hours. After ca. 20 hours the reaction mixture is cooled down and distilled to obtain 3,6,7-trimethyl-6-octen-1-in-3-yl acetate. The product is ClC=1N=CC(=NC1)N[C@@H]1[C@H](CCC1)NC(C1=C(C=CC(=C1)C)N1N=CC=N1)=O (N-[(1S,2S)-2-[(5-Chloropyrazin-2-yl)amino]cyclopentyl]-5-methyl-2-(2H-1,2,3-triazol-2-yl)benzamide). Run at temperature 180 celsius. Reported procedure: To a solution of N-[(1S,2S)-2-aminocyclopentyl]-5-methyl-2-(2H-1,2,3-triazol-2-yl)benzamide hydrochloride (Intermediate 7; 100 mg, 0.31 mmol) in NMP (1.0 ml) was added DIPEA (160 mg, 1.24 mmol) and 2,5-dichloropyrazine (CAS number 19745-07-4; 92 mg, 0.62 mmol). The resulting reaction mixture was stirred and heated under microwave irradiation at 180° C. for 15 minutes. Upon completion, the reaction mixture was poured into water (3 ml) and extracted with ethyl acetate (3×10 ml). The combined organ... The solvent is CN1CCCC1=O (NMP). Reaction SMILES: Cl.[NH2:2][C@H:3]1[CH2:7][CH2:6][CH2:5][C@@H:4]1[NH:8][C:9](=[O:22])[C:10]1[CH:15]=[C:14]([CH3:16])[CH:13]=[CH:12][C:11]=1[N:17]1[N:21]=[CH:20][CH:19]=[N:18]1.CCN(C(C)C)C(C)C.[Cl:32][C:33]1[CH:38]=[N:37][C:36](Cl)=[CH:35][N:34]=1.O>CN1C(=O)CCC1>[Cl:32][C:33]1[N:34]=[CH:35][C:36]([NH:2][C@H:3]2[CH2:7][CH2:6][CH2:5][C@@H:4]2[NH:8][C:9](=[O:22])[C:10]2[CH:15]=[C:14]([CH3:16])[CH:13]=[CH:12][C:11]=2[N:17]2[N:18]=[CH:19][CH:20]=[N:21]2)=[N:37][CH:38]=1 |f:0.1|. The reactants are Cl.N[C@@H]1[C@H](CCC1)NC(C1=C(C=CC(=C1)C)N1N=CC=N1)=O (N-[(1S,2S)-2-aminocyclopentyl]-5-methyl-2-(2H-1,2,3-triazol-2-yl)benzamide hydrochloride), Cl.N[C@@H]1[C@H](CCC1)NC(C1=C(C=CC(=C1)C)N1N=CC=N1)=O (N-[(1S,2S)-2-aminocyclopentyl]-5-methyl-2-(2H-1,2,3-triazol-2-yl)benzamide hydrochloride), CCN(C(C)C)C(C)C (DIPEA), ClC1=NC=C(N=C1)Cl (2,5-dichloropyrazine), O (water).